This data is from the Open Reaction Database (ORD), a public repository of structured organic reaction records. The task is: describe an organic reaction: reactants, conditions, products, and yield Starting materials: CCOC(=O)N1CC2CCN(Cc3ccc(-c4c(O)[nH]c5ccc(C#N)cc45)[n+]([O-])c3)C2C1, ClP(Cl)Cl. The product is CCOC(=O)N1CC2CCN(Cc3ccc(-c4c(O)[nH]c5ccc(C#N)cc45)nc3)C2C1. Reaction SMILES: [C:1](#[N:2])[c:3]1[cH:4][c:5]2[c:6](-[c:13]3[n+:14]([O-:33])[cH:15][c:16]([CH2:19][N:20]4[CH:21]5[CH:22]([CH2:23][CH2:24]4)[CH2:25][N:26]([C:28](=[O:29])[O:30][CH2:31][CH3:32])[CH2:27]5)[cH:17][cH:18]3)[c:7]([OH:12])[nH:8][c:9]2[cH:10][cH:11]1.[Cl:34][P:35]([Cl:36])[Cl:37]>>[C:1](#[N:2])[c:3]1[cH:4][c:5]2[c:6](-[c:13]3[n:14][cH:15][c:16]([CH2:19][N:20]4[CH:21]5[CH:22]([CH2:23][CH2:24]4)[CH2:25][N:26]([C:28](=[O:29])[O:30][CH2:31][CH3:32])[CH2:27]5)[cH:17][cH:18]3)[c:7]([OH:12])[nH:8][c:9]2[cH:10][cH:11]1.